From a dataset of the Open Reaction Database (ORD), a public repository of structured organic reaction records. describe an organic reaction: reactants, conditions, products, and yield Starting materials: CC1(OCC(CO1)(COCC1=CC=C(C=C1)OC)C1=CC(=C(C=C1)F)F)C (2,2-dimethyl-5-(3,4-difluorophenyl)-5-(4-methoxybenzyloxymethyl)-1,3-dioxane), ClC=1C(C(=C(C(C1Cl)=O)C#N)C#N)=O (2,3-dichloro-5,6-dicyano-1,4-benzoquinone). Solvent: ClCCl.O (dichloromethane water). Conditions: time 4 hour. The product is CC1(OCC(CO1)(CO)C1=CC(=C(C=C1)F)F)C (2,2-dimethyl-5-(3,4-difluorophenyl) 5-hydroxymethyl-1,3-dioxane). As a reaction SMILES: [CH3:1][C:2]1([CH3:27])[O:7][CH2:6][C:5]([C:19]2[CH:24]=[CH:23][C:22]([F:25])=[C:21]([F:26])[CH:20]=2)([CH2:8][O:9]CC2C=CC(OC)=CC=2)[CH2:4][O:3]1.ClC1C(=O)C(C#N)=C(C#N)C(=O)C=1Cl>ClCCl.O>[CH3:1][C:2]1([CH3:27])[O:3][CH2:4][C:5]([C:19]2[CH:24]=[CH:23][C:22]([F:25])=[C:21]([F:26])[CH:20]=2)([CH2:8][OH:9])[CH2:6][O:7]1 |f:2.3|. Reported procedure: To a stirred solution of 2,2-dimethyl-5-(3,4-difluorophenyl)-5-(4-methoxybenzyloxymethyl)-1,3-dioxane (360 mg, 1 mmol) in 10 ml of an 18:1 v/v mixture of dichloromethane-water was added 2,3-dichloro-5,6-dicyano-1,4-benzoquinone (350 mg, 1.5 mmol) in small portions. The reaction mixture was stirred for 4 hours, then filtered and evaporated; purification on a silica column eluting with dichloromethane/methanol (19:1 v/v) afforded 2,2-dimethyl-5-(3,4-difluorophenyl) 5-hydroxymethyl-1,3-dioxane as a... The reactants are BrCc1ccccc1, O=C([O-])[O-], CCCC[N+](CCCC)(CCCC)CCCC, COC(=O)c1ccc(I)c(O)c1, CC(C)=O, [I-], [K+], [K+]. Yields the product COC(=O)c1ccc(I)c(OCc2ccccc2)c1. RXN SMILES: [Br:19][CH2:20][c:21]1[cH:22][cH:23][cH:24][cH:25][cH:26]1.[C:13](=[O:14])([O-:15])[O-:16].[CH2:28]([N+:29]([CH2:30][CH2:31][CH2:32][CH3:33])([CH2:34][CH2:35][CH2:36][CH3:37])[CH2:38][CH2:39][CH2:40][CH3:41])[CH2:42][CH2:43][CH3:44].[CH3:1][O:2][C:3]([c:4]1[cH:5][c:6]([OH:11])[c:7]([I:10])[cH:8][cH:9]1)=[O:12].[CH3:45][C:46](=[O:47])[CH3:48].[I-:27].[K+:17].[K+:18]>>[CH3:1][O:2][C:3]([c:4]1[cH:5][c:6]([O:11][CH2:20][c:21]2[cH:22][cH:23][cH:24][cH:25][cH:26]2)[c:7]([I:10])[cH:8][cH:9]1)=[O:12].